Dataset: the Open Reaction Database (ORD), a public repository of structured organic reaction records. Task: describe an organic reaction: reactants, conditions, products, and yield Conditions: time 1 hour. As a reaction SMILES: [C:1]1([C:7]([C:30]2[CH:35]=[CH:34][CH:33]=[CH:32][CH:31]=2)([C:24]2[CH:29]=[CH:28][CH:27]=[CH:26][CH:25]=2)[N:8]2[CH:12]=[C:11]([C:13]([C:15]3[CH:20]=[CH:19][C:18]([C:21]#[N:22])=[C:17]([F:23])[CH:16]=3)=[O:14])[N:10]=[CH:9]2)[CH:6]=[CH:5][CH:4]=[CH:3][CH:2]=1.[CH3:36][Mg+].[Br-]>C1COCC1.CCOCC>[C:21]([C:18]1[CH:19]=[CH:20][C:15]([C:13]([C:11]2[N:10]=[CH:9][N:8]([C:7]([C:1]3[CH:6]=[CH:5][CH:4]=[CH:3][CH:2]=3)([C:24]3[CH:25]=[CH:26][CH:27]=[CH:28][CH:29]=3)[C:30]3[CH:35]=[CH:34][CH:33]=[CH:32][CH:31]=3)[CH:12]=2)([OH:14])[CH3:36])=[CH:16][C:17]=1[F:23])#[N:22] |f:1.2|. The solvent is C1CCOC1 (THF), CCOCC (Et2O). The product is C(#N)C1=C(C=C(C=C1)C(C)(O)C=1N=CN(C1)C(C1=CC=CC=C1)(C1=CC=CC=C1)C1=CC=CC=C1)F (1-(4-cyano-3-fluorophenyl)-1-[1-(triphenylmethyl)imidazol-4-yl]ethanol). Procedure details: To a solution of 4-cyano-3-fluorophenyl 1-(triphenylmethyl)imidazol-4-yl ketone from Step E (7.0 g, 15.3 mmol) in dry THF (280 mL), under argon, at −78° C., was added MeMgBr (5.3 mL of a 3.0 M solution in Et2O, 15.9 mmol), dropwise. After 1 hr, the reaction mixture was quenched with sat. aq. NH4Cl (100 mL) and extracted with CH2Cl2 (2×150 mL). The combined organic extracts were dried over MgSO4, filtered, and concentrated in vacuo. The residue was purified by silica gel chromatography, eluting w... Reactants: C1(=CC=CC=C1)C(N1C=NC(=C1)C(=O)C1=CC(=C(C=C1)C#N)F)(C1=CC=CC=C1)C1=CC=CC=C1 (4-cyano-3-fluorophenyl 1-(triphenylmethyl)imidazol-4-yl ketone), C[Mg+].[Br-] (MeMgBr), solution. The reactants are COC(=O)[C@H]1[C@H](CCC1)N(C(CC1=NS(C2=C(N1)C=CC(=C2)NS(=O)(=O)C)(=O)=O)=O)CC2=CC=C(C=C2)F ((1R,2S)-2-{(4-Fluoro-benzyl)-[2-(7-methanesulfonylamino-1,1-dioxo-1,4-dihydro-1λ6-benzo[1,2,4]thiadiazin-3-yl)-acetyl]-amino}-cyclopentanecarboxylic acid methyl ester), [O-]CC.[Na+] (sodium ethoxide). Run in C(C)O (ethanol), C(C)O (ethanol). Reaction conditions: temperature 60 celsius, time 4 hour. Product: FC1=CC=C(CN2C(C(=C([C@@H]3CCC[C@H]23)O)C2=NS(C3=C(N2)C=CC(=C3)NS(=O)(=O)C)(=O)=O)=O)C=C1 ((4aR,7aS)-N-{3-[1-(4-fluoro-benzyl)-4-hydroxy-2-oxo-2,4a,5,6,7,7a-hexahydro-1H-[1]pyrindin-3-yl]-1,1-dioxo-1,4-dihydro-1λ6-benzo[1,2,4]thiadiazin-7-yl}-methanesulfonamide). The yield is 71.4%. Reaction SMILES: C[O:2][C:3]([C@@H:5]1[CH2:9][CH2:8][CH2:7][C@@H:6]1[N:10]([CH2:31][C:32]1[CH:37]=[CH:36][C:35]([F:38])=[CH:34][CH:33]=1)[C:11](=[O:30])[CH2:12][C:13]1[NH:18][C:17]2[CH:19]=[CH:20][C:21]([NH:23][S:24]([CH3:27])(=[O:26])=[O:25])=[CH:22][C:16]=2[S:15](=[O:29])(=[O:28])[N:14]=1)=O.[O-]CC.[Na+]>C(O)C>[F:38][C:35]1[CH:36]=[CH:37][C:32]([CH2:31][N:10]2[C@@H:6]3[C@@H:5]([CH2:9][CH2:8][CH2:7]3)[C:3]([OH:2])=[C:12]([C:13]3[NH:18][C:17]4[CH:19]=[CH:20][C:21]([NH:23][S:24]([CH3:27])(=[O:26])=[O:25])=[CH:22][C:16]=4[S:15](=[O:28])(=[O:29])[N:14]=3)[C:11]2=[O:30])=[CH:33][CH:34]=1 |f:1.2|. Procedure: (1R,2S)-2-{(4-Fluoro-benzyl)-[2-(7-methanesulfonylamino-1,1-dioxo-1,4-dihydro-1λ6-benzo[1,2,4]thiadiazin-3-yl)-acetyl]-amino}-cyclopentanecarboxylic acid methyl ester (117 mg, 0.21 mmol) was dissolved in ethanol (10 mL). A 21% w/w solution of sodium ethoxide in ethanol (0.17 mL, 0.46 mmol) was added and the mixture was stirred at 60° C. for 4 h. The reaction was allowed to cool to 25° C. and quenched with 1.0 M aqueous hydrochloric acid solution (10 mL). The mixture was extracted with ethyl acet...